This data is from the Open Reaction Database (ORD), a public repository of structured organic reaction records. The task is: describe an organic reaction: reactants, conditions, products, and yield The reactants are C(C)OC(C(C#N)=COCC)=O (2-(Ethoxymethylene)-2-cyanoacetic acid ethyl ester), C1(=CC=CC=C1)NN (phenylhydrazine). The solvent is C(C)O (ethanol). The product is C(C)OC(=O)C=1C(=NN(C1)C1=CC=CC=C1)N (3-amino-1-phenyl-1H-pyrazole-4-carboxylic acid ethyl ester). Isolated yield 80.5%. As a reaction SMILES: [CH2:1]([O:3][C:4](=[O:12])[C:5](=[CH:8]OCC)[C:6]#[N:7])[CH3:2].[C:13]1([NH:19][NH2:20])[CH:18]=[CH:17][CH:16]=[CH:15][CH:14]=1>C(O)C>[CH2:1]([O:3][C:4]([C:5]1[C:6]([NH2:7])=[N:20][N:19]([C:13]2[CH:18]=[CH:17][CH:16]=[CH:15][CH:14]=2)[CH:8]=1)=[O:12])[CH3:2]. Procedure details: 2-(Ethoxymethylene)-2-cyanoacetic acid ethyl ester (78.2 g) and phenylhydrazine (50.0 g) were dissolved in ethanol (500 mL), and the mixture was refluxed for 3 hr. After cooling, the reaction mixture was concentrated under reduced pressure. Hexane (500 mL) was added, to the residue, and the residue was washed by suspending and filtered. The obtained solid was vacuum dried to give the title compound (86.0 g) as a white solid. Reactants: FC1=C(C(=O)O)C=C(C=C1)[N+](=O)[O-] (2-fluoro-5-nitro-benzoic acid), S(O)(O)(=O)=O (sulfuric acid), C(C)O (ethanol). Run in C(C)(=O)OCC (ethyl acetate). Run at time 2 hour. Yields the product C(C)OC(C1=C(C=CC(=C1)[N+](=O)[O-])F)=O (2-fluoro-5-nitro-benzoic acid ethyl ester). Reaction SMILES: [F:1][C:2]1[CH:10]=[CH:9][C:8]([N+:11]([O-:13])=[O:12])=[CH:7][C:3]=1[C:4]([OH:6])=[O:5].S(=O)(=O)(O)O.[CH2:19](O)[CH3:20]>C(OCC)(=O)C>[CH2:19]([O:5][C:4](=[O:6])[C:3]1[CH:7]=[C:8]([N+:11]([O-:13])=[O:12])[CH:9]=[CH:10][C:2]=1[F:1])[CH3:20]. Procedure: To a solution of 2-fluoro-5-nitro-benzoic acid (0.269 g, 1.45 mmol) in 3 mL ethanol, was added concentrated sulfuric acid (0.5 ml). The solution was refluxed under argon for 3 hours. The mixture was stirred at room temperature for 2 hours, then diluted with ethyl acetate and washed with brine. The organic layer was dried over sodium sulfate, concentrated in vacuo to give pure 2-fluoro-5-nitro-benzoic acid ethyl ester. The reactants are IC1=NNC2=CC(=CC=C12)\C=C/1\C(NC2=CC=CC=C12)=O ((E)-3-((3-iodo-1H-indazol-6-yl)methylene)-indolin-2-one), IC1=NNC2=CC(=CC=C12)C=O (3-iodo-1H-indazole-6-carbaldehyde), CN1C(CC2=CC=CC=C12)=O (1-methylindolin-2-one). The product is IC1=NNC2=CC(=CC=C12)\C=C/1\C(N(C2=CC=CC=C12)C)=O ((E)-3-((3-iodo-1H-indazol-6-yl)methylene)-1-methylindolin-2-one). As a reaction SMILES: [I:1][C:2]1[C:10]2[C:5](=[CH:6][C:7](/[CH:11]=[C:12]3/[C:13](=[O:21])[NH:14][C:15]4[C:20]/3=[CH:19][CH:18]=[CH:17][CH:16]=4)=[CH:8][CH:9]=2)[NH:4][N:3]=1.I[C:23]1C2C(=CC(C=O)=CC=2)NN=1.CN1C2C(=CC=CC=2)CC1=O>>[I:1][C:2]1[C:10]2[C:5](=[CH:6][C:7](/[CH:11]=[C:12]3/[C:13](=[O:21])[N:14]([CH3:23])[C:15]4[C:20]/3=[CH:19][CH:18]=[CH:17][CH:16]=4)=[CH:8][CH:9]=2)[NH:4][N:3]=1. Reported procedure: According to the method described for (E)-3-((3-iodo-1H-indazol-6-yl)methylene)-indolin-2-one except substituting 3-iodo-1H-indazole-6-carbaldehyde (462 mg, 1.70 mmol) and 1-methylindolin-2-one (250 mg, 1.70 mmol), (E)-3-((3-iodo-1H-indazol-6-yl)methylene)-1-methylindolin-2-one was obtained (yellow-orange solid, 545 mg, 80%); MS ESI 402.2 [M+H]+, calcd for [C17H12IN3O+H]+ 402.01. The reactants are COc1ccc(C(C)=O)cc1N, [Cl-], CC(CCl)C(=O)O, O, c1ccccc1. Yields the product COc1ccc(C(C)=O)cc1NC(=O)C(C)CCl. Reaction SMILES: [CH3:1][O:2][c:3]1[c:4]([NH2:5])[cH:6][c:7]([C:10]([CH3:11])=[O:12])[cH:8][cH:9]1.[Cl-:13].[Cl:14][CH2:15][CH:16]([C:17](=[O:18])[OH:19])[CH3:20].[OH2:27].[cH:21]1[cH:22][cH:23][cH:24][cH:25][cH:26]1>>[CH3:1][O:2][c:3]1[c:4]([NH:5][C:17]([CH:16]([CH2:15][Cl:14])[CH3:20])=[O:18])[cH:6][c:7]([C:10]([CH3:11])=[O:12])[cH:8][cH:9]1. Starting materials: C(C=C)#N (acrylonitrile), C([O-])([O-])=O.[K+].[K+] (potassium carbonate), CS(=O)C (dimethyl sulfoxide), Cl.NC1C(N(C2=CC(=CC=C12)OC)C1=C(C=CC=C1)F)=O (3-amino-1-(2-fluorophenyl)-2,3-dihydro-6-methoxy-1H-indol-2-one hydrochloride). Run in O (water). Reaction conditions: time 8 hour. The product is NC1(C(N(C2=CC(=CC=C12)OC)C1=C(C=CC=C1)F)=O)CCC#N (3-[3-amino-1-(2-fluorophenyl)-2,3-dihydro-6-methoxy-2-oxo-1H-indol-3-yl]propanenitrile). RXN SMILES: [C:1](#[N:4])[CH:2]=[CH2:3].C(=O)([O-])[O-].[K+].[K+].CS(C)=O.Cl.[NH2:16][CH:17]1[C:25]2[C:20](=[CH:21][C:22]([O:26][CH3:27])=[CH:23][CH:24]=2)[N:19]([C:28]2[CH:33]=[CH:32][CH:31]=[CH:30][C:29]=2[F:34])[C:18]1=[O:35]>O>[NH2:16][C:17]1([CH2:3][CH2:2][C:1]#[N:4])[C:25]2[C:20](=[CH:21][C:22]([O:26][CH3:27])=[CH:23][CH:24]=2)[N:19]([C:28]2[CH:33]=[CH:32][CH:31]=[CH:30][C:29]=2[F:34])[C:18]1=[O:35] |f:1.2.3,5.6|. Reported procedure: Under argon gas atmosphere, 29.90 ml of acrylonitrile and 62.70 g of potassium carbonate were added to 210 ml of a dimethyl sulfoxide solution of 70.00 g of 3-amino-1-(2-fluorophenyl)-2,3-dihydro-6-methoxy-1H-indol-2-one hydrochloride, and the whole was stirred at room temperature overnight. The reaction mixture was poured into water, and extracted with ethyl acetate. The ethyl acetate extract was washed with water successively with water and a saturated sodium chloride solution, and dried over ... The reactants are NC(CCCC(=O)OC)C1=C(C=CC=C1OC)OC (methyl 5-amino-5-(2,6-dimethoxyphenyl)pentanoate), ClC=1C(=NC=C(C=O)C1)OC(F)F (5-chloro-6-(difluoromethoxy)-nicotinaldehyde). The product is ClC=1C=C(C=NC1OC(F)F)CN1C(CCCC1C1=C(C=CC=C1OC)OC)=O (1-((5-chloro-6-(difluoromethoxy)pyridin-3-yl)methyl)-6-(2,6-dimethoxyphenyl)piperidin-2-one). Reaction SMILES: [NH2:1][CH:2]([C:10]1[C:15]([O:16][CH3:17])=[CH:14][CH:13]=[CH:12][C:11]=1[O:18][CH3:19])[CH2:3][CH2:4][CH2:5][C:6]([O:8]C)=O.[Cl:20][C:21]1[C:22]([O:29][CH:30]([F:32])[F:31])=[N:23][CH:24]=[C:25]([CH:28]=1)[CH:26]=O>>[Cl:20][C:21]1[CH:28]=[C:25]([CH2:26][N:1]2[CH:2]([C:10]3[C:15]([O:16][CH3:17])=[CH:14][CH:13]=[CH:12][C:11]=3[O:18][CH3:19])[CH2:3][CH2:4][CH2:5][C:6]2=[O:8])[CH:24]=[N:23][C:22]=1[O:29][CH:30]([F:32])[F:31]. Procedure: Prepared according to the described general procedure 1 (GP1) by reaction of methyl 5-amino-5-(2,6-dimethoxyphenyl)pentanoate with 5-chloro-6-(difluoromethoxy)-nicotinaldehyde. Subsequent purification by preparative HPLC afforded the target compound. LC-MS (conditions A): tR=0.88 min.; [M+H]+: 427.28 g/mol. Reactants: CC(C)CCON=O, ICI, CSc1nccc(-c2cn(C(C)C)nc2N)n1. Product: CSc1nccc(-c2cn(C(C)C)nc2I)n1. As a reaction SMILES: [CH2:18]([O:19][N:20]=[O:21])[CH2:22][CH:23]([CH3:24])[CH3:25].[CH2:26]([I:27])[I:28].[CH:1]([CH3:2])([CH3:3])[n:4]1[n:5][c:6]([NH2:17])[c:7](-[c:9]2[n:10][c:11]([S:15][CH3:16])[n:12][cH:13][cH:14]2)[cH:8]1>>[CH:1]([CH3:2])([CH3:3])[n:4]1[n:5][c:6]([I:27])[c:7](-[c:9]2[n:10][c:11]([S:15][CH3:16])[n:12][cH:13][cH:14]2)[cH:8]1. Reactants: [Si](C1=CC=CC=C1)(C1=CC=CC=C1)(C(C)(C)C)OCC=1C(=C(C=CC1Cl)N1C(=CC=C1)C=O)Cl (1-(3-tert-Butyldiphenylsilyloxymethyl-2,4-dichlorophenyl)-2-formylpyrrole), CC(C)=CC (2-methyl-2-butene), P(=O)(O)(O)[O-].[Na+] (sodium dihydrogen phosphate), Cl(=O)[O-].[Na+] (sodium chlorite), Cl (hydrochloric acid). The solvent is O (water), C(C)(C)(C)O (tert-butyl alcohol), O (water). Run at time 1 day. Product: [Si](C1=CC=CC=C1)(C1=CC=CC=C1)(C(C)(C)C)OCC=1C(=C(C=CC1Cl)N1C(=CC=C1)C(=O)O)Cl (1-(3-tert-butyldiphenylsilyloxymethyl-2,4-dichlorophenyl)-2-carboxypyrrole). The yield is 71.9%. As a reaction SMILES: [Si:1]([O:18][CH2:19][C:20]1[C:21]([Cl:34])=[C:22]([N:27]2[CH:31]=[CH:30][CH:29]=[C:28]2[CH:32]=[O:33])[CH:23]=[CH:24][C:25]=1[Cl:26])([C:14]([CH3:17])([CH3:16])[CH3:15])([C:8]1[CH:13]=[CH:12][CH:11]=[CH:10][CH:9]=1)[C:2]1[CH:7]=[CH:6][CH:5]=[CH:4][CH:3]=1.CC(=CC)C.P([O-])(O)(O)=[O:41].[Na+].Cl([O-])=O.[Na+].Cl>O.C(O)(C)(C)C>[Si:1]([O:18][CH2:19][C:20]1[C:21]([Cl:34])=[C:22]([N:27]2[CH:31]=[CH:30][CH:29]=[C:28]2[C:32]([OH:41])=[O:33])[CH:23]=[CH:24][C:25]=1[Cl:26])([C:14]([CH3:15])([CH3:16])[CH3:17])([C:2]1[CH:7]=[CH:6][CH:5]=[CH:4][CH:3]=1)[C:8]1[CH:13]=[CH:12][CH:11]=[CH:10][CH:9]=1 |f:2.3,4.5|. Reported procedure: 1-(3-tert-Butyldiphenylsilyloxymethyl-2,4-dichlorophenyl)-2-formylpyrrole (1.51 g) was dissolved in a mixture of water (8 ml) and tert-butyl alcohol (30 ml), and 2-methyl-2-butene (923 mg) and sodium dihydrogen phosphate (392 mg) were added to the mixture in water bath. To the mixture was added portionwise sodium chlorite (1.19 g), and the mixture was stirred for 1 day at the same temperature. The reaction mixture was cooled in an ice bath, adjusted to pH 4 with 1M hydrochloric acid and extracte... Starting materials: O=C1NC(=O)c2ccccc21, ClCc1cccc2ccccc12, [K], CN(C)C=O, O. The product is O=C1c2ccccc2C(=O)N1Cc1cccc2ccccc12. Reaction SMILES: [C:14]1(=[O:24])[c:15]2[c:16]([cH:20][cH:21][cH:22][cH:23]2)[C:17](=[O:19])[NH:18]1.[Cl:1][CH2:2][c:3]1[cH:4][cH:5][cH:6][c:7]2[cH:8][cH:9][cH:10][cH:11][c:12]12.[K:13].[O:26]=[CH:27][N:28]([CH3:29])[CH3:30].[OH2:25]>>[CH2:2]([c:3]1[cH:4][cH:5][cH:6][c:7]2[cH:8][cH:9][cH:10][cH:11][c:12]12)[N:18]1[C:14](=[O:24])[c:15]2[c:16]([cH:20][cH:21][cH:22][cH:23]2)[C:17]1=[O:19]. As a reaction SMILES: [Br:18][c:19]1[cH:20][c:21]([Cl:29])[c:22]([S:25](=[O:26])(=[O:27])[Cl:28])[cH:23][cH:24]1.[CH3:1][CH:2]1[CH2:3][N:4]([c:9]2[cH:10][cH:11][c:12]([O:16][CH3:17])[c:13]([NH2:14])[cH:15]2)[CH2:5][CH:6]([CH3:8])[NH:7]1.[Cl:30][CH2:31][Cl:32]>>[CH3:1][CH:2]1[CH2:3][N:4]([c:9]2[cH:10][cH:11][c:12]([O:16][CH3:17])[c:13]([NH:14][S:25]([c:22]3[c:21]([Cl:29])[cH:20][c:19]([Br:18])[cH:24][cH:23]3)(=[O:26])=[O:27])[cH:15]2)[CH2:5][CH:6]([CH3:8])[NH:7]1. Yields the product COc1ccc(N2CC(C)NC(C)C2)cc1NS(=O)(=O)c1ccc(Br)cc1Cl. The reactants are O=S(=O)(Cl)c1ccc(Br)cc1Cl, COc1ccc(N2CC(C)NC(C)C2)cc1N, ClCCl.